From a dataset of the Open Reaction Database (ORD), a public repository of structured organic reaction records. describe an organic reaction: reactants, conditions, products, and yield The reactants are FC(OC1=CC=C(C2=C1OC=1C(N(N=CC12)CC)=O)C(=O)OCC)F (ethyl 6-difluoromethoxy-3-ethyl-4-oxo-3,4-dihydrobenzo[4,5]furo[2,3-d]pyridazine-9-carboxylate), [OH-].[Na+] (sodium hydroxide). The solvent is CO (methanol). Yields the product FC(OC1=CC=C(C2=C1OC=1C(N(N=CC12)CC)=O)C(=O)O)F (6-difluoromethoxy-3-ethyl-4-oxo-3,4-dihydrobenzo[4,5]furo[2,3-d]pyridazine-9-carboxylic acid). The yield is 88.9%. Reaction SMILES: [F:1][CH:2]([F:25])[O:3][C:4]1[C:9]2[O:10][C:11]3[C:12](=[O:19])[N:13]([CH2:17][CH3:18])[N:14]=[CH:15][C:16]=3[C:8]=2[C:7]([C:20]([O:22]CC)=[O:21])=[CH:6][CH:5]=1.[OH-].[Na+]>CO>[F:25][CH:2]([F:1])[O:3][C:4]1[C:9]2[O:10][C:11]3[C:12](=[O:19])[N:13]([CH2:17][CH3:18])[N:14]=[CH:15][C:16]=3[C:8]=2[C:7]([C:20]([OH:22])=[O:21])=[CH:6][CH:5]=1 |f:1.2|. Procedure details: A mixture of ethyl 6-difluoromethoxy-3-ethyl-4-oxo-3,4-dihydrobenzo[4,5]furo[2,3-d]pyridazine-9-carboxylate (from step 1) (120 mg, 0.34 mmol) and sodium hydroxide (20 mg, 0.51 mmol) in methanol (20 ml) was heated to reflux temp. Progress of reaction was monitored by TLC. At the end, reaction mixture was concentrated under vacuum. Then water (50 ml) was added to reaction mixture and acidified with dilute HCl. The precipitate obtained was filtered and dried in oven. 98 mg white colored solid was o...